The task is: describe an organic reaction: reactants, conditions, products, and yield. This data is from the Open Reaction Database (ORD), a public repository of structured organic reaction records. Reaction SMILES: [C:44].[CH3:42][OH:43].[CH:38]([Cl:39])([Cl:40])[Cl:41].[N+:1]([O-:2])(=[O:3])[c:4]1[c:5](-[c:10]2[cH:11][c:12]([NH:23][C:24](=[O:25])[c:26]3[cH:27][n:28][cH:29][c:30](-[c:32]4[cH:33][cH:34][cH:35][cH:36][cH:37]4)[cH:31]3)[c:13]([C:14](=[O:15])[O:16][C:17]([CH3:18])([CH3:19])[CH3:20])[cH:21][cH:22]2)[cH:6][cH:7][cH:8][cH:9]1.[Pd:45]>>[NH2:1][c:4]1[c:5](-[c:10]2[cH:11][c:12]([NH:23][C:24](=[O:25])[c:26]3[cH:27][n:28][cH:29][c:30](-[c:32]4[cH:33][cH:34][cH:35][cH:36][cH:37]4)[cH:31]3)[c:13]([C:14](=[O:15])[O:16][C:17]([CH3:18])([CH3:19])[CH3:20])[cH:21][cH:22]2)[cH:6][cH:7][cH:8][cH:9]1. The reactants are C, CO, ClC(Cl)Cl, CC(C)(C)OC(=O)c1ccc(-c2ccccc2[N+](=O)[O-])cc1NC(=O)c1cncc(-c2ccccc2)c1, [Pd]. The product is CC(C)(C)OC(=O)c1ccc(-c2ccccc2N)cc1NC(=O)c1cncc(-c2ccccc2)c1.